This data is from the Open Reaction Database (ORD), a public repository of structured organic reaction records. The task is: describe an organic reaction: reactants, conditions, products, and yield Starting materials: CC1=C(C(=CC=C1)C)NC(NCC(=O)N)=S (2-[3-(2,6-dimethylphenyl)-thioureido]-acetamide), C(C)I (ethyl iodide). Run in C(C)O (ethanol). Yields the product CC1=C(C(=CC=C1)C)N1C(=NCC1=O)SCC (3-(2.6-Dimethylphenyl)-2-ethylsulfanyl-3,5-dihydro-imidazol-4-one). Isolated yield 28.7%. RXN SMILES: [CH3:1][C:2]1[CH:7]=[CH:6][CH:5]=[C:4]([CH3:8])[C:3]=1[NH:9][C:10](=[S:16])[NH:11][CH2:12][C:13](N)=[O:14].[CH2:17](I)[CH3:18]>C(O)C>[CH3:8][C:4]1[CH:5]=[CH:6][CH:7]=[C:2]([CH3:1])[C:3]=1[N:9]1[C:13](=[O:14])[CH2:12][N:11]=[C:10]1[S:16][CH2:17][CH3:18]. Procedure: The title compound was prepared by the procedure described in Example 12 using 8.0 g of 2-[3-(2,6-dimethylphenyl)-thioureido]-acetamide, 25.0 g of ethyl iodide, and (200 mL) ethanol. Crystallization from hexane/diethyl ether mixture afforded the title compound as a light yellow solid (2.4 g), m.p. 86°-88° C. Anal. Calcd. for. C12H16N2O S: C, 62.87; H, 6.49; N, 11.28. Found: C, 62.98; H, 6.57; N, 11.30. Mass spectrum (El, M.+) m/z 248. 1H-NMR (DMS-d6 ; 400 MHz) δ7.27-7.30 (m, 1 H), 7.21 (m, 1 H),... Reactants: C(C(=C)C)(=O)O (methacrylic acid), C1(=CC=C(C=C1)S(=O)(=O)O)C (p-toluene-sulfonic acid), COC1=CC=C(O)C=C1 (hydroquinone monomethyl ether), 344, OCC(C=O)(C)C (hydroxypivalaldehyde), S(O)(O)(=O)=O (sulfuric acid). Reagents/catalysts: [Cu] (copper). The solvent is C(Cl)(Cl)Cl (chloroform), O (water), C(Cl)(Cl)Cl (chloroform). Yields the product C(C(=C)C)(=O)OCC(C=O)(C)C (methacryloxypivalaldehyde). Yield: 48.0%. Reaction SMILES: [C:1]([OH:6])(=[O:5])[C:2]([CH3:4])=[CH2:3].C1(C)C=CC(S(O)(=O)=O)=CC=1.COC1C=CC(O)=CC=1.[OH:27][CH2:28][C:29]([CH3:33])([CH3:32])[CH:30]=O.S(=O)(=O)(O)O>C(Cl)(Cl)Cl.[Cu].O>[C:1]([O:6][CH2:30][C:29]([CH3:33])([CH3:32])[CH:28]=[O:27])(=[O:5])[C:2]([CH3:4])=[CH2:3]. Procedure: 320 parts of methacrylic acid, 4 parts of p-toluene-sulfonic acid, 1 parts of copper-II chloride and 1.6 parts of hydroquinone monomethyl ether are dissolved in 1,200 parts of chloroform in a reaction vessel equipped with a reflux condenser and stirrer, and the solution is heated to the boil. A solution of 344 parts of hydroxypivalaldehyde in 1,200 parts of chloroform is run into the boiling solution over 4 hours. After this addition, 4 parts of 96% strength sulfuric acid are added and the water... Starting materials: COC(=O)c1cscc1NC(C)=O, [K+], [OH-]. Yields the product CC(=O)Nc1cscc1C(=O)O. As a reaction SMILES: [C:1]([CH3:2])(=[O:3])[NH:4][c:5]1[cH:6][s:7][cH:8][c:9]1[C:10](=[O:11])[O:12][CH3:13].[K+:15].[OH-:14]>>[C:1]([CH3:2])(=[O:3])[NH:4][c:5]1[cH:6][s:7][cH:8][c:9]1[C:10](=[O:11])[OH:12]. Reactants: CS(C)=O, CCN(C(C)C)C(C)C, O, O=C(Nc1ccncc1)OCC(Cl)(Cl)Cl, c1csc(-c2nsc(N3CCNCC3)n2)c1. The product is O=C(Nc1ccncc1)N1CCN(c2nc(-c3cccs3)ns2)CC1. As a reaction SMILES: [CH3:42][S:43](=[O:44])[CH3:45].[CH:32]([N:33]([CH:34]([CH3:35])[CH3:36])[CH2:37][CH3:38])([CH3:39])[CH3:40].[OH2:41].[n:1]1[cH:2][cH:3][c:4]([NH:7][C:8]([O:9][CH2:10][C:11]([Cl:12])([Cl:13])[Cl:14])=[O:15])[cH:5][cH:6]1.[s:16]1[c:17](-[c:21]2[n:22][s:23][c:24]([N:26]3[CH2:27][CH2:28][NH:29][CH2:30][CH2:31]3)[n:25]2)[cH:18][cH:19][cH:20]1>>[n:1]1[cH:2][cH:3][c:4]([NH:7][C:8](=[O:15])[N:29]2[CH2:28][CH2:27][N:26]([c:24]3[s:23][n:22][c:21](-[c:17]4[s:16][cH:20][cH:19][cH:18]4)[n:25]3)[CH2:31][CH2:30]2)[cH:5][cH:6]1. Starting materials: N1=CC=CC=C1 (pyridine), C(CC)P1(OP(OP(O1)(=O)CCC)(=O)CCC)=O (T3P), O=C1CC(C1)CCC(=O)O (3-(3-Oxo-cyclobutyl)-propionic acid), C(C)(C)(C)C1=CC(=C(N)C=C1)[N+](=O)[O-] (4-tert-butyl-2-nitroaniline). The solvent is O1CCOCC1 (1,4-dioxane), CCOC(=O)C (EtOAc). Procedure: 3-(3-Oxocyclobutyl)propanoic acid (10) (1.610 g, 11.3 mmol) and 4-tert-butyl-2-nitroaniline (11) (2.000 g, 10.3 mmol) were dissolved in 1,4-dioxane (20 ml) and pyridine (2.6 ml, 30.9 mmol) and T3P (50% solution in EtOAc) (9.1 ml, 15.5 mmol) was added at r.t. The reaction was heated to 100° C. and left for 7 hrs. The reaction was cooled to r.t., diluted with EtOAc (20 ml) and washed with 2M NaOH (2×20 ml), 2M HCl (20 ml), brine (20 ml), dried over MgSO4 and concentrated in vacuo to give the crude... As a reaction SMILES: [O:1]=[C:2]1[CH2:5][CH:4]([CH2:6][CH2:7][C:8]([OH:10])=O)[CH2:3]1.[C:11]([C:15]1[CH:21]=[CH:20][C:18]([NH2:19])=[C:17]([N+:22]([O-:24])=[O:23])[CH:16]=1)([CH3:14])([CH3:13])[CH3:12].N1C=CC=CC=1.C(P1(=O)OP(CCC)(=O)OP(CCC)(=O)O1)CC>O1CCOCC1.CCOC(C)=O>[C:11]([C:15]1[CH:21]=[CH:20][C:18]([NH:19][C:8](=[O:10])[CH2:7][CH2:6][CH:4]2[CH2:3][C:2](=[O:1])[CH2:5]2)=[C:17]([N+:22]([O-:24])=[O:23])[CH:16]=1)([CH3:14])([CH3:12])[CH3:13]. The product is C(C)(C)(C)C1=CC(=C(C=C1)NC(CCC1CC(C1)=O)=O)[N+](=O)[O-] (N-(4-tert-Butyl-2-nitrophenyl)-3-(3-oxocyclobutyl)propanamide). Isolated yield 84.7%. Reaction conditions: temperature 100 celsius, time 7 hour. Reactants: OC1(C(OC2=C1C(=C(C(=C2C)C)N2CCN(CC2)C2=CC=C(C=C2)OC)C)(C)C)C2=CC=C(C=C2)C2=CC=CC=C2 (1-(3-hydroxy-2,2,4,6,7-pentamethyl-3-(1,1′-biphenyl-4-yl)-2,3-dihydro-1-benzofuran-5-yl)-4-(4-methoxyphenyl)piperazine). Run in C(C)O (ethanol). Yields the product CC1(OC2=C(C1C1=CC=C(C=C1)C1=CC=CC=C1)C(=C(C(=C2C)C)N2CCN(CC2)C2=CC=C(C=C2)OC)C)C (1-(2,2,4,6,7-pentamethyl-3-(1,1′-biphenyl-4-yl)-2,3-dihydro-1-benzofuran-5-yl)-4-(4-methoxyphenyl)piperazine). Yield: 82.0%. As a reaction SMILES: O[C:2]1([C:30]2[CH:35]=[CH:34][C:33]([C:36]3[CH:41]=[CH:40][CH:39]=[CH:38][CH:37]=3)=[CH:32][CH:31]=2)[C:6]2[C:7]([CH3:27])=[C:8]([N:13]3[CH2:18][CH2:17][N:16]([C:19]4[CH:24]=[CH:23][C:22]([O:25][CH3:26])=[CH:21][CH:20]=4)[CH2:15][CH2:14]3)[C:9]([CH3:12])=[C:10]([CH3:11])[C:5]=2[O:4][C:3]1([CH3:29])[CH3:28]>C(O)C>[CH3:28][C:3]1([CH3:29])[CH:2]([C:30]2[CH:31]=[CH:32][C:33]([C:36]3[CH:37]=[CH:38][CH:39]=[CH:40][CH:41]=3)=[CH:34][CH:35]=2)[C:6]2[C:7]([CH3:27])=[C:8]([N:13]3[CH2:14][CH2:15][N:16]([C:19]4[CH:20]=[CH:21][C:22]([O:25][CH3:26])=[CH:23][CH:24]=4)[CH2:17][CH2:18]3)[C:9]([CH3:12])=[C:10]([CH3:11])[C:5]=2[O:4]1. Procedure details: Using 1-(3-hydroxy-2,2,4,6,7-pentamethyl-3-(1,1′-biphenyl-4-yl)-2,3-dihydro-1-benzofuran-5-yl)-4-(4-methoxyphenyl)piperazine obtained in Example 35, the title compound was synthesized in the same manner as in Example 46. Yield 82%. mp. 147–148° C. (ethanol). Reactants: C(C)OC(C=CC1=C(C=CC(=C1)Cl)OCC(=O)N1[C@@H](CN([C@H](C1)C)CC1=CC=C(C=C1)F)C)=O (3-(5-chloro-2-{2-[4-(4-fluoro-benzyl)-(2R,5S)-2,5-dimethyl-piperazin-1-yl]-2-oxo-ethoxy}-phenyl)-acrylic acid ethyl ester), [H][H] (hydrogen). Reagents/catalysts: [Pt](=O)=O (platinum dioxide). Solvent: C(C)(=O)OCC (ethyl acetate). Yields the product C(C)OC(CCC1=C(C=CC(=C1)Cl)OCC(=O)N1[C@@H](CN([C@H](C1)C)CC1=CC=C(C=C1)F)C)=O (3-(5-Chloro-2-{2-[4-(4-fluoro-benzyl)-(2R,5S)-2,5-dimethyl-piperazin-1-yl]-2-oxo-ethoxy}-phenyl)-propionic acid ethyl ester). The yield is 95.7%. RXN SMILES: [CH2:1]([O:3][C:4](=[O:34])[CH:5]=[CH:6][C:7]1[CH:12]=[C:11]([Cl:13])[CH:10]=[CH:9][C:8]=1[O:14][CH2:15][C:16]([N:18]1[CH2:23][C@H:22]([CH3:24])[N:21]([CH2:25][C:26]2[CH:31]=[CH:30][C:29]([F:32])=[CH:28][CH:27]=2)[CH2:20][C@H:19]1[CH3:33])=[O:17])[CH3:2].[H][H]>C(OCC)(=O)C.[Pt](=O)=O>[CH2:1]([O:3][C:4](=[O:34])[CH2:5][CH2:6][C:7]1[CH:12]=[C:11]([Cl:13])[CH:10]=[CH:9][C:8]=1[O:14][CH2:15][C:16]([N:18]1[CH2:23][C@H:22]([CH3:24])[N:21]([CH2:25][C:26]2[CH:27]=[CH:28][C:29]([F:32])=[CH:30][CH:31]=2)[CH2:20][C@H:19]1[CH3:33])=[O:17])[CH3:2]. Procedure details: To a solution of 3-(5-chloro-2-{2-[4-(4-fluoro-benzyl)-(2R,5S)-2,5-dimethyl-piperazin-1-yl]-2-oxo-ethoxy}-phenyl)-acrylic acid ethyl ester (0.50 g, 1.0 mmol) in ethyl acetate(15 mL) in a Parr bottle was added platinum dioxide on carbon (0.25 g, 5% on carbon). The mixture was shaken under a positive pressure of hydrogen at 30 psi for 15 minutes at ambient temperature. The mixture was filtered through a pad of celite and concentrated to give the title compound (0.47 g). The reactants are OC1=CC(OC1CCC1=CC=CC=C1)=O (4-hydroxy-5-phenethyl-5H-furan-2-one), C(C1=CC=CC=C1)=O (benzaldehyde), FC1=CC=C2C(=CNC2=C1)CCNC(C)=O (N-[2-(6-fluoro-1H-indol-3-yl)-ethyl]-acetamide). The product is FC1=CC=C2C(=C(NC2=C1)C(C1=CC=CC=C1)C=1C(OC(C1O)CCC1=CC=CC=C1)=O)CCNC(C)=O (N-(2-{6-Fluoro-2-[(4-hydroxy-2-oxo-5-phenethyl-2,5-dihydro-furan-3-yl)-phenyl-methyl]-1H-indol-3-yl}-ethyl)-acetamide). As a reaction SMILES: [OH:1][C:2]1[CH:6]([CH2:7][CH2:8][C:9]2[CH:14]=[CH:13][CH:12]=[CH:11][CH:10]=2)[O:5][C:4](=[O:15])[CH:3]=1.[CH:16](=O)[C:17]1[CH:22]=[CH:21][CH:20]=[CH:19][CH:18]=1.[F:24][C:25]1[CH:33]=[C:32]2[C:28]([C:29]([CH2:34][CH2:35][NH:36][C:37](=[O:39])[CH3:38])=[CH:30][NH:31]2)=[CH:27][CH:26]=1>>[F:24][C:25]1[CH:33]=[C:32]2[C:28]([C:29]([CH2:34][CH2:35][NH:36][C:37](=[O:39])[CH3:38])=[C:30]([CH:16]([C:3]3[C:4](=[O:15])[O:5][CH:6]([CH2:7][CH2:8][C:9]4[CH:14]=[CH:13][CH:12]=[CH:11][CH:10]=4)[C:2]=3[OH:1])[C:17]3[CH:22]=[CH:21][CH:20]=[CH:19][CH:18]=3)[NH:31]2)=[CH:27][CH:26]=1. Procedure: Using general procedure C, 4-hydroxy-5-phenethyl-5H-furan-2-one (Lit. 13) was reacted with benzaldehyde and N-[2-(6-fluoro-1H-indol-3-yl)-ethyl]-acetamide (Example 18.1.) to give the title compound as pale red solid. MS: 511.1 ([M−H]−). The reactants are CC(C)(C)OC(=O)N1CC=CC(C(=O)O)C1, O=C(n1ccnc1)n1ccnc1, ClCCl, CO, O=C(O)CC(O)(CC(=O)O)C(=O)O. The product is COC(=O)C1C=CCN(C(=O)OC(C)(C)C)C1. RXN SMILES: [C:13]([CH3:14])([CH3:15])([CH3:16])[O:17][C:18](=[O:19])[N:20]1[CH2:21][CH:22]([C:26](=[O:27])[OH:28])[CH:23]=[CH:24][CH2:25]1.[C:1]([n:2]1[cH:3][cH:4][n:5][cH:6]1)([n:7]1[cH:8][cH:9][n:10][cH:11]1)=[O:12].[CH2:44]([Cl:45])[Cl:46].[CH3:29][OH:30].[OH:31][C:32]([CH2:33][C:34]([C:35](=[O:36])[OH:37])([CH2:38][C:39](=[O:40])[OH:41])[OH:42])=[O:43]>>[CH3:1][O:28][C:26]([CH:22]1[CH2:21][N:20]([C:18]([O:17][C:13]([CH3:14])([CH3:15])[CH3:16])=[O:19])[CH2:25][CH:24]=[CH:23]1)=[O:27].